From a dataset of the Open Reaction Database (ORD), a public repository of structured organic reaction records. describe an organic reaction: reactants, conditions, products, and yield Reactants: C(CCCO)O (1,4-butanediol), C(C#CC)(O)O (butinediol), C(C1=CC=CO1)=O (furfural). The product is C#C (acetylene), C=O (formaldehyde), C(C=CCO)O (2-butene-1,4-diol). RXN SMILES: [CH:1](=O)[C:2]1[O:6][CH:5]=CC=1.[CH2:8]([OH:13])[CH2:9][CH2:10][CH2:11][OH:12].C(O)(O)C#CC>>[CH:1]#[CH:2].[CH2:5]=[O:6].[CH2:8]([OH:13])[CH:9]=[CH:10][CH2:11][OH:12]. Reported procedure: Tetrahydrofuran and 1,4-butanediol are both quite useful as organic solvents or as the starting materials for the production of high polymers, and they are manufactured by various processes. For example, it is known that tetrahydrofuran can be produced by the hydrogenation of furan obtained by decarbonylating furfural, or by the dehydrating cyclization of 1,4-butanediol obtainable by hydrogenating either butinediol which can be produced from acetylene and formaldehyde or 2-butene-1,4-diol which ... The reactants are ClCCl, CO, Cl, CC(C)(O)CCC1CC(C(Cc2cccc(F)c2)NC(=O)c2cnc3ccccc3n2)OC1=O, N. Product: CC(C)(O)CCC(CC(O)C(Cc1cccc(F)c1)NC(=O)c1cnc2ccccc2n1)C(N)=O. Reaction SMILES: [CH2:37]([Cl:38])[Cl:39].[CH3:40][OH:41].[ClH:36].[F:1][c:2]1[cH:3][c:4]([CH2:8][CH:9]([CH:10]2[O:11][C:12](=[O:21])[CH:13]([CH2:15][CH2:16][C:17]([CH3:18])([CH3:19])[OH:20])[CH2:14]2)[NH:22][C:23](=[O:24])[c:25]2[n:26][c:27]3[cH:28][cH:29][cH:30][cH:31][c:32]3[n:33][cH:34]2)[cH:5][cH:6][cH:7]1.[NH3:35]>>[F:1][c:2]1[cH:3][c:4]([CH2:8][CH:9]([CH:10]([OH:11])[CH2:14][CH:13]([C:12](=[O:21])[NH2:35])[CH2:15][CH2:16][C:17]([CH3:18])([CH3:19])[OH:20])[NH:22][C:23](=[O:24])[c:25]2[n:26][c:27]3[cH:28][cH:29][cH:30][cH:31][c:32]3[n:33][cH:34]2)[cH:5][cH:6][cH:7]1. Starting materials: C1(=CC=CC2=CC=CC=C12)C=O (1-naphthaldehyde), CN(N)C1=CC=CC=C1 (1-methyl-1-phenylhydrazine). The reagents and catalysts are Cl (hydrochloric acid). Run in C(C)O (ethanol). Yields the product CN(N=CC1=CC=CC2=CC=CC=C12)C1=CC=CC=C1 (1-naphthaldehyde 1-methyl-1-phenylhydrazone). RXN SMILES: [C:1]1([CH:11]=O)[C:10]2[C:5](=[CH:6][CH:7]=[CH:8][CH:9]=2)[CH:4]=[CH:3][CH:2]=1.[CH3:13][N:14]([C:16]1[CH:21]=[CH:20][CH:19]=[CH:18][CH:17]=1)[NH2:15]>Cl.C(O)C>[CH3:13][N:14]([C:16]1[CH:21]=[CH:20][CH:19]=[CH:18][CH:17]=1)[N:15]=[CH:11][C:1]1[C:10]2[C:5](=[CH:6][CH:7]=[CH:8][CH:9]=2)[CH:4]=[CH:3][CH:2]=1. Reported procedure: 3.1 g of 1-naphthaldehyde and 2.4 g of 1-methyl-1-phenylhydrazine were added to 50 ml of ethanol. To the mixture, two or three drops of 1 N hydrochloric acid were added. The mixture was heated and refluxed for about one hour. The reaction mixture was cooled and the crystals then separated, which were then collected on a suction funnel. The thus obtained crude 1-naphthaldehyde 1-methyl-1-phenylhydrazone was recrystallized from ethanol. The yield was 3.1 g (59.6%) of light yellow needle-like cryst... Starting materials: COC=1C=CC2=C(CCN(C(N2)=O)C2CCN(CC2)C2=CC(=NC=N2)C(=O)O)C1 (6-[4-(7-methoxy-2-oxo-1,2,4,5-tetrahydro-1,3-benzodiazepin-3-yl)-piperidin-1-yl]-pyrimidine-4-carboxylic acid), CN(C)C(=[N+](C)C)ON1C2=C(C=CC=C2)N=N1.[B-](F)(F)(F)F (TBTU), CC=1C=C(C=C2C=NNC12)N (7-methyl-1H-indazol-5-amine), TEA. Solvent: CN(C)C=O (DMF). Run at time 8 hour. RXN SMILES: [CH3:1][O:2][C:3]1[CH:4]=[CH:5][C:6]2[NH:12][C:11](=[O:13])[N:10]([CH:14]3[CH2:19][CH2:18][N:17]([C:20]4[N:25]=[CH:24][N:23]=[C:22]([C:26](O)=[O:27])[CH:21]=4)[CH2:16][CH2:15]3)[CH2:9][CH2:8][C:7]=2[CH:29]=1.[CH3:30][C:31]1[CH:32]=[C:33]([NH2:40])[CH:34]=[C:35]2[C:39]=1[NH:38][N:37]=[CH:36]2.CN(C(ON1N=NC2C=CC=CC1=2)=[N+](C)C)C.[B-](F)(F)(F)F>CN(C=O)C>[CH3:30][C:31]1[CH:32]=[C:33]([NH:40][C:26]([C:22]2[CH:21]=[C:20]([N:17]3[CH2:16][CH2:15][CH:14]([N:10]4[CH2:9][CH2:8][C:7]5[CH:29]=[C:3]([O:2][CH3:1])[CH:4]=[CH:5][C:6]=5[NH:12][C:11]4=[O:13])[CH2:19][CH2:18]3)[N:25]=[CH:24][N:23]=2)=[O:27])[CH:34]=[C:35]2[C:39]=1[NH:38][N:37]=[CH:36]2 |f:2.3|. The product is CC=1C=C(C=C2C=NNC12)NC(=O)C1=NC=NC(=C1)N1CCC(CC1)N1C(NC2=C(CC1)C=C(C=C2)OC)=O (6-[4-(7-methoxy-2-oxo-1,2,4,5-tetrahydro-benzo[d][1,3]diazepin-3-yl)-piperidin-1-yl]-pyrimidine-4-carboxylic acid(7-methyl-1H-indazol-5-yl)-amide). Procedure details: 100 mg (0.25 mmol) 6-[4-(7-methoxy-2-oxo-1,2,4,5-tetrahydro-1,3-benzodiazepin-3-yl)-piperidin-1-yl]-pyrimidine-4-carboxylic acid and 37 mg (0.25 mmol) 7-methyl-1H-indazol-5-amine in 74 μL (0.53 mmol) TEA and 1.5 mL DMF were combined with 89 mg (0.28 mmol) TBTU and stirred overnight at RT. Then the reaction mixture was purified by preparative HPLC-MS. The product-containing fractions were combined and freeze-dried.